From a dataset of the Open Reaction Database (ORD), a public repository of structured organic reaction records. describe an organic reaction: reactants, conditions, products, and yield The reactants are FC1=CC=C(C=C1)C1CN(C2=CC=CC=C2C1)N=O (3-(4-fluorophenyl)-1-nitroso-1,2,3,4-tetrahydroquinoline), [Cl-].[NH4+] (ammonium chloride), O (water), CC(=O)C (acetone). The reagents and catalysts are [Zn] (zinc). Run at temperature 0 celsius, time 2 hour. Yields the product FC1=CC=C(C=C1)C1CN(C2=CC=CC=C2C1)N=C(C)C (3-(4-fluorophenyl)-N-(propan-2-ylidene)-3,4-dihydroquinolin-1(2H)-amine). Reaction SMILES: [F:1][C:2]1[CH:7]=[CH:6][C:5]([CH:8]2[CH2:17][C:16]3[C:11](=[CH:12][CH:13]=[CH:14][CH:15]=3)[N:10]([N:18]=O)[CH2:9]2)=[CH:4][CH:3]=1.[Cl-].[NH4+].O.[CH3:23][C:24]([CH3:26])=O>[Zn]>[F:1][C:2]1[CH:7]=[CH:6][C:5]([CH:8]2[CH2:17][C:16]3[C:11](=[CH:12][CH:13]=[CH:14][CH:15]=3)[N:10]([N:18]=[C:24]([CH3:26])[CH3:23])[CH2:9]2)=[CH:4][CH:3]=1 |f:1.2|. Reported procedure: To a solution of 3-(4-fluorophenyl)-1-nitroso-1,2,3,4-tetrahydroquinoline (0.27 g, 0.00105 mol) in acetone (15 mL) was added saturated ammonium chloride solution (1.5 mL) and water (1.5 mL) at RT. The resulting brown colored reaction mixture was cooled to 0° C., and zinc dust (0.411 g, 0.00632 mol) was added portionwise at 0° C. After addition, the reaction mixture was warmed to RT and stirred for 2 h. After completion of reaction (monitored by TLC), the solvent was removed under reduced pressur... Reactants: Cl.FC=1C=C(CN2N=CC(=C2)C2=CN(C3=NC=C(C=C32)C3=CC=C(C=C3)C3CCNCC3)S(=O)(=O)C3=CC=C(C)C=C3)C=CC1 (3-(1-(3-fluorobenzyl)-1H-pyrazol-4-yl)-5-(4-(piperidin-4-yl)phenyl)-1-tosyl-1H-pyrrolo[2,3-b]pyridine hydrochloride), FC=1C=C(C=CC1C1CCNCC1)C=1C=C2C(=NC1)N(C=C2C=2C=NN(C2)CC2=CC(=CC=C2)F)S(=O)(=O)C2=CC=C(C)C=C2 (5-(3-fluoro-4-(piperidin-4-yl)phenyl)-3-(1-(3-fluorobenzyl)-1H-pyrazol-4-yl)-1-tosyl-1H-pyrrolo[2,3-b]pyridine), [OH-].[Li+] (lithium hydroxide). The solvent is C1CCOC1.CO.O (THF methanol water). Product: FC=1C=C(C=CC1C1CCN(CC1)C)C=1C=C2C(=NC1)N(C=C2C=2C=NN(C2)CC2=CC(=CC=C2)F)S(=O)(=O)C2=CC=C(C)C=C2 (5-(3-fluoro-4-(1-methylpiperidin-4-yl)phenyl)-3-(1-(3-fluorobenzyl)-1H-pyrazol-4-yl)-1-tosyl-1H-pyrrolo[2,3-b]pyridine). RXN SMILES: Cl.F[C:3]1C=C(C=CC=1)CN1C=C(C2C3C(=NC=C(C4C=CC(C5CCNCC5)=CC=4)C=3)N(S(C3C=CC(C)=CC=3)(=O)=O)C=2)C=N1.[F:46][C:47]1[CH:48]=[C:49]([C:59]2[CH:60]=[C:61]3[C:67]([C:68]4[CH:69]=[N:70][N:71]([CH2:73][C:74]5[CH:79]=[CH:78][CH:77]=[C:76]([F:80])[CH:75]=5)[CH:72]=4)=[CH:66][N:65]([S:81]([C:84]4[CH:90]=[CH:89][C:87]([CH3:88])=[CH:86][CH:85]=4)(=[O:83])=[O:82])[C:62]3=[N:63][CH:64]=2)[CH:50]=[CH:51][C:52]=1[CH:53]1[CH2:58][CH2:57][NH:56][CH2:55][CH2:54]1.[OH-].[Li+]>C1COCC1.CO.O>[F:46][C:47]1[CH:48]=[C:49]([C:59]2[CH:60]=[C:61]3[C:67]([C:68]4[CH:69]=[N:70][N:71]([CH2:73][C:74]5[CH:79]=[CH:78][CH:77]=[C:76]([F:80])[CH:75]=5)[CH:72]=4)=[CH:66][N:65]([S:81]([C:84]4[CH:85]=[CH:86][C:87]([CH3:88])=[CH:89][CH:90]=4)(=[O:83])=[O:82])[C:62]3=[N:63][CH:64]=2)[CH:50]=[CH:51][C:52]=1[CH:53]1[CH2:54][CH2:55][N:56]([CH3:3])[CH2:57][CH2:58]1 |f:0.1,3.4,5.6.7|. Procedure: Using similar reaction conditions as described in step-iii of example-1, 5-(3-fluoro-4-(piperidin-4-yl)phenyl)-3-(1-(3-fluorobenzyl)-1H-pyrazol-4-yl)-1-tosyl-1H-pyrrolo[2,3-b]pyridine (88 mg, 0.138 mmol) was hydrolyzed with lithium hydroxide (58 mg, 1.381 mmol) in THF/methanol/water (12/4/4 mL) to yield 17 mg (20.7% yield) of the titled compound. 1H NMR (CD3OD, 300 MHz): δ 8.68-8.67 (d, 1H), 8.60 (s, 1H), 8.29 (s, 1H), 7.98 (s, 1H), 7.79 (s, 1H), 7.60-7.30 (m, 4H), 7.13-7.00 (m, 3H), 5.44 (s, 2H... Yield: 20.7%.